Dataset: the Open Reaction Database (ORD), a public repository of structured organic reaction records. Task: describe an organic reaction: reactants, conditions, products, and yield The reactants are C(O)([O-])=O.[Na+].C([O-])([O-])=O.[Na+].[Na+] (sodium hydrogen carbonate sodium carbonate), C(O)([O-])=O.[Na+] (sodium hydrogen carbonate), C(C)(C)(C)OC(N(C)[C@H](CC1=CC=C(C=C1)F)C(NC)=O)=O (((1R)-2-(4-Fluorophenyl)-1-(methylcarbamoyl)ethyl)-methylcarbamic acid tert-butylester), FC(C(=O)O)(F)F (Trifluoroacetic acid). Run in C(Cl)Cl (Methylene chloride), C(Cl)Cl (methylene chloride). Conditions: time 30 minute. Product: FC1=CC=C(C=C1)C[C@H](C(=O)NC)NC ((2R)-3-(4-fluorophenyl)-N-methyl-2-methylaminopropionamide). Isolated yield 91.6%. As a reaction SMILES: C(O[C:6](=O)[N:7]([C@@H:9]([C:18](=[O:21])[NH:19][CH3:20])[CH2:10][C:11]1[CH:16]=[CH:15][C:14]([F:17])=[CH:13][CH:12]=1)C)(C)(C)C.FC(F)(F)C(O)=O.C(=O)([O-])O.[Na+].C(=O)([O-])[O-].[Na+].[Na+].C(=O)([O-])O.[Na+]>C(Cl)Cl>[F:17][C:14]1[CH:13]=[CH:12][C:11]([CH2:10][C@@H:9]([NH:7][CH3:6])[C:18]([NH:19][CH3:20])=[O:21])=[CH:16][CH:15]=1 |f:2.3.4.5.6,7.8|. Reported procedure: ((1R)-2-(4-Fluorophenyl)-1-(methylcarbamoyl)ethyl)-methylcarbamic acid tert-butylester (1.0 g; 3.22 mmol) was dissolved in methylene chloride (5 mL). Trifluoroacetic acid (5 mL) was added and the reaction mixture was stirred for 30 min at room temperature. Methylene chloride (30 mL), an aqueous solution of sodium hydrogen carbonate/sodium carbonate (pH 9; 30 mL) and sodium hydrogen carbonate (solid), were added to the reaction mixture, until pH 9. The organic phase was dried (magnesium sulfate) ... Starting materials: C(CCC)[Li] (n-butyllithium), BrC1=CC=C(C=C1)C(N1OCC(C1)(C)C)(C)C (4-bromo-α,α-dimethyl-α-(4,4-dimethylisoxazolin-2-yl)toluene), ClCCCC(=O)Cl (4-chlorobutyryl chloride). Solvent: C1CCOC1 (THF), C1CCOC1 (THF). Conditions: temperature -78 celsius, time 30 minute. The product is ClCCCC(=O)C1=CC=C(C=C1)C(N1OCC(C1)(C)C)(C)C (4-(4-chloro-1-oxobutyl)-α,α-dimethyl-α-(4,4-dimethylisoxazolin-2-yl)toluene). RXN SMILES: Br[C:2]1[CH:7]=[CH:6][C:5]([C:8]([CH3:17])([CH3:16])[N:9]2[CH2:13][C:12]([CH3:15])([CH3:14])[CH2:11][O:10]2)=[CH:4][CH:3]=1.C([Li])CCC.[Cl:23][CH2:24][CH2:25][CH2:26][C:27](Cl)=[O:28]>C1COCC1>[Cl:23][CH2:24][CH2:25][CH2:26][C:27]([C:2]1[CH:7]=[CH:6][C:5]([C:8]([CH3:17])([CH3:16])[N:9]2[CH2:13][C:12]([CH3:15])([CH3:14])[CH2:11][O:10]2)=[CH:4][CH:3]=1)=[O:28]. Procedure: A solution of 4-bromo-α,α-dimethyl-α-(4,4-dimethylisoxazolin-2-yl)toluene (10.0 g. 0.0338 mole), prepared in accordance with Example 2, in 400 mL THF is cooled to −78° C., n-butyllithium (16 mL, 0.042 mole) is added via syringe, and the mixture is stirred at −78° C. for 30 minutes. While keeping the temperature below −75° C., 4-chlorobutyryl chloride (14.4 g, 0.102 mole) in 30 mL THF is added dropwise, and the mixture is stirred at −78° C. for 30 minutes. The mixture is allowed to warm to −15° C... Starting materials: C1(=CC=CC=C1)[C@@H]1NCCC2=CC=CC=C12 ((S)-1-phenyl-1,2,3,4-tetrahydroisoquinoline), ClC(=O)OC(C)C (isopropyl chloroformate), C1(=CC=CC=C1)C (toluene), C([O-])([O-])=O.[K+].[K+] (potassium carbonate). Solvent: O (water). Reaction conditions: temperature 20 celsius, time 2 hour. Product: CC(C)OC(=O)N1[C@H](C2=CC=CC=C2CC1)C1=CC=CC=C1 ((S)-1-phenyl-1,2,3,4-tetrahydroisoquinoline-2-carboxylic acid propan-2-yl ester). Reaction SMILES: [C:1]1([C@H:7]2[C:16]3[C:11](=[CH:12][CH:13]=[CH:14][CH:15]=3)[CH2:10][CH2:9][NH:8]2)[CH:6]=[CH:5][CH:4]=[CH:3][CH:2]=1.Cl[C:18]([O:20][CH:21]([CH3:23])[CH3:22])=[O:19].C1(C)C=CC=CC=1.C(=O)([O-])[O-].[K+].[K+]>O>[CH3:22][CH:21]([O:20][C:18]([N:8]1[CH2:9][CH2:10][C:11]2[C:16](=[CH:15][CH:14]=[CH:13][CH:12]=2)[C@@H:7]1[C:1]1[CH:2]=[CH:3][CH:4]=[CH:5][CH:6]=1)=[O:19])[CH3:23] |f:3.4.5|. Procedure details: A 15.00 g portion of (S)-1-phenyl-1,2,3,4-tetrahydroisoquinoline and 9.22 g of isopropyl chloroformate were added to a mixture of 75 ml of toluene, 10.43 g of potassium carbonate and 45 ml of water and stirred at 20° C. for 2 hours, and then the organic layer was washed with 50 ml of water. The thus obtained organic layer was concentrated under a reduced pressure and then dried to obtain 21.71 g of (S)-1-phenyl-1,2,3,4-tetrahydroisoquinoline-2-carboxylic acid propan-2-yl ester (1H-NMR (DMSO-d6, ... The reactants are COc1ccc2c(c1)NCC2, COc1cc2ncnc(Cl)c2cc1OC, Cl. Product: COc1ccc2c(c1)N(c1ncnc3cc(OC)c(OC)cc13)CC2, Cl. Reaction SMILES: [CH3:1][O:2][c:3]1[cH:4][cH:5][c:6]2[c:10]([cH:11]1)[NH:9][CH2:8][CH2:7]2.[Cl:12][c:13]1[n:14][cH:15][n:16][c:17]2[cH:18][c:19]([O:25][CH3:26])[c:20]([O:23][CH3:24])[cH:21][c:22]12.[ClH:27]>>[CH3:1][O:2][c:3]1[cH:4][cH:5][c:6]2[c:10]([cH:11]1)[N:9]([c:13]1[n:14][cH:15][n:16][c:17]3[cH:18][c:19]([O:25][CH3:26])[c:20]([O:23][CH3:24])[cH:21][c:22]13)[CH2:8][CH2:7]2.[ClH:12]. Run in O1CCCC1 (tetrahydrofuran), O1CCCC1 (tetrahydrofuran). Procedure: To 20 ml of an anhydrous tetrahydrofuran suspension containing 1.78 g of sodium hydride (55% by weight), 30 ml of a solution of 8.02 g of 3-chloro-2,6-dimethyl-4-pivaloyloxyphenol in anhydrous tetrahydrofuran were added dropwise, followed by stirring at room temperature for 30 minutes. To the reaction mixture, 3.28 g of chloromethyl methyl ether were added and the mixture was stirred at room temperature for 13 hours. The reaction mixture was then concentrated by evaporation. Water was added to t... The yield is 83.5%. Yields the product ClC1=C(C=C(C(=C1C)OCOC)C)O (2-Chloro-4-methoxymethoxy-3,5-dimethylphenol). Conditions: time 30 minute. Reactants: COCCl (chloromethyl methyl ether), [H-].[Na+] (sodium hydride), solution, ClC=1C(=C(C(=CC1OC(C(C)(C)C)=O)C)O)C (3-chloro-2,6-dimethyl-4-pivaloyloxyphenol). Reaction SMILES: [H-].[Na+].[Cl:3][C:4]1[C:5]([CH3:19])=[C:6]([OH:18])[C:7]([CH3:17])=[CH:8][C:9]=1[O:10]C(=O)C(C)(C)C.[CH3:20][O:21][CH2:22]Cl>O1CCCC1>[Cl:3][C:4]1[C:5]([CH3:19])=[C:6]([O:18][CH2:20][O:21][CH3:22])[C:7]([CH3:17])=[CH:8][C:9]=1[OH:10] |f:0.1|.